Dataset: the Open Reaction Database (ORD), a public repository of structured organic reaction records. Task: describe an organic reaction: reactants, conditions, products, and yield The reactants are C(CCC)(=O)O[C@H]1[C@H]([C@H](SC2=CC=CC=C2)O[C@H]([C@@H]1OC(CCC)=O)C)OCC1=CC=CC=C1 (Phenyl 3,4-Di-O-butyryl-2-O-benzyl-1-thio-α-L-rhamnopyranoside), BrBr (Br2). The solvent is C(Cl)Cl (CH2Cl2), C(Cl)Cl (CH2Cl2). Conditions: temperature 0 celsius, time 20 minute. Product: C(CCC)(=O)O[C@H]1[C@H]([C@@H](O[C@H]([C@@H]1OC(CCC)=O)C)Br)OCC1=CC=CC=C1 (3,4-Di-O-butyryl-2-O-benzyl-α-L-rhamnopyranosyl Bromide). RXN SMILES: [C:1]([O:6][C@@H:7]1[C@@H:19]([O:20][C:21](=[O:25])[CH2:22][CH2:23][CH3:24])[C@H:18]([CH3:26])[O:17][C@@H:9](SC2C=CC=CC=2)[C@@H:8]1[O:27][CH2:28][C:29]1[CH:34]=[CH:33][CH:32]=[CH:31][CH:30]=1)(=[O:5])[CH2:2][CH2:3][CH3:4].[Br:35]Br>C(Cl)Cl>[C:1]([O:6][C@@H:7]1[C@@H:19]([O:20][C:21](=[O:25])[CH2:22][CH2:23][CH3:24])[C@H:18]([CH3:26])[O:17][C@@H:9]([Br:35])[C@@H:8]1[O:27][CH2:28][C:29]1[CH:34]=[CH:33][CH:32]=[CH:31][CH:30]=1)(=[O:5])[CH2:2][CH2:3][CH3:4]. Procedure details: To a solution containing 0.54 g (1.12 mmol) of 2 in 5 mL of anhydrous CH2Cl2 at 0° C. under argon was added 0.21 g (0.07 mL, 1.34 mmol) of Br2. The reaction mixture was stirred at 0° C. for 20 min then diluted with 20 mL of CH2Cl2 and washed with 3% aq NaHSO3. The organic layer was separated, dried (MgSO4) and concentrated under diminished pressure. The crude residue was then purified by flash chromatography on a silica gel column (26×4 cm). Elution with 2:1 hexanes-ethyl acetate gave 3 as a col... Starting materials: CC=1NC(=C(C(C1C(=O)OC)C1=CC(=CC=C1)[N+](=O)[O-])C(=O)OCCCl)C (methyl 2-chloroethyl 1,4-dihydro-2,6-dimethyl-4-(3-nitrophenyl)- pyridine-3,5-dicarboxylate), C1(=CC=CC=C1)C(CCN)C1=CC=CC=C1 (3,3-diphenylpropylamine), C(C)OCC (diethyl ether). The solvent is C=1(C(=CC=CC1)C)C (xylene). Reaction conditions: time 105 minute. Product: CC=1NC(=C(C(C1C(=O)OC)C1=CC(=CC=C1)[N+](=O)[O-])C(=O)OCCNCCC(C1=CC=CC=C1)C1=CC=CC=C1)C (methyl N-(3,3-diphenylpropyl)-2-amino-ethyl 1,4-dihydro-2,6-dimethyl-4-(3-nitrophenyl)-pyridine-3,5-dicarboxylate). The yield is 40.5%. Reaction SMILES: [CH3:1][C:2]1[NH:3][C:4]([CH3:27])=[C:5]([C:21]([O:23][CH2:24][CH2:25]Cl)=[O:22])[CH:6]([C:12]2[CH:17]=[CH:16][CH:15]=[C:14]([N+:18]([O-:20])=[O:19])[CH:13]=2)[C:7]=1[C:8]([O:10][CH3:11])=[O:9].[C:28]1([CH:34]([C:38]2[CH:43]=[CH:42][CH:41]=[CH:40][CH:39]=2)[CH2:35][CH2:36][NH2:37])[CH:33]=[CH:32][CH:31]=[CH:30][CH:29]=1.C(OCC)C>C1(C)C(C)=CC=CC=1>[CH3:1][C:2]1[NH:3][C:4]([CH3:27])=[C:5]([C:21]([O:23][CH2:24][CH2:25][NH:37][CH2:36][CH2:35][CH:34]([C:28]2[CH:33]=[CH:32][CH:31]=[CH:30][CH:29]=2)[C:38]2[CH:43]=[CH:42][CH:41]=[CH:40][CH:39]=2)=[O:22])[CH:6]([C:12]2[CH:17]=[CH:16][CH:15]=[C:14]([N+:18]([O-:20])=[O:19])[CH:13]=2)[C:7]=1[C:8]([O:10][CH3:11])=[O:9]. Procedure details: A solution comprising 5.92 g of methyl 2-chloroethyl 1,4-dihydro-2,6-dimethyl-4-(3-nitrophenyl)- pyridine-3,5-dicarboxylate and 9.50 g of 3,3-diphenylpropylamine in 20 ml of xylene was refluxed under stirring for 105 minutes. The mixture was then cooled. By dilution with diethyl ether a semisolid compound was obtained, and it was separated from the liquid by decantation. The residue was treated with diethyl ether at 0°-4° C. and the supernatant was decanted. This procedure was repeated until a s...